From a dataset of the Open Reaction Database (ORD), a public repository of structured organic reaction records. describe an organic reaction: reactants, conditions, products, and yield Starting materials: COc1ccc(N=C=O)cc1, Nc1ccc2c(c1)c(O)nn2Cc1ccc(Cl)c(Cl)c1, C1CCOC1. The product is COc1ccc(NC(=O)Nc2ccc3c(c2)c(O)nn3Cc2ccc(Cl)c(Cl)c2)cc1. As a reaction SMILES: [CH3:21][O:22][c:23]1[cH:24][cH:25][c:26]([N:29]=[C:30]=[O:31])[cH:27][cH:28]1.[NH2:1][c:2]1[cH:3][c:4]2[c:5]([OH:20])[n:6][n:7]([CH2:11][c:12]3[cH:13][c:14]([Cl:19])[c:15]([Cl:18])[cH:16][cH:17]3)[c:8]2[cH:9][cH:10]1.[O:32]1[CH2:33][CH2:34][CH2:35][CH2:36]1>>[NH:1]([c:2]1[cH:3][c:4]2[c:5]([OH:20])[n:6][n:7]([CH2:11][c:12]3[cH:13][c:14]([Cl:19])[c:15]([Cl:18])[cH:16][cH:17]3)[c:8]2[cH:9][cH:10]1)[C:30]([NH:29][c:26]1[cH:25][cH:24][c:23]([O:22][CH3:21])[cH:28][cH:27]1)=[O:31]. The reactants are NC=1SC(=C(N1)C1=CC=CC=C1)C1=NC(=NC=C1)NC1=CC=CC=C1 ([4-(2-amino-4-phenyl-thiazol-5-yl)-pyrimidin-2-yl]-phenyl-amine), COC(C)(N(C)C)OC (dimethylacetamide dimethylacetal). Run in CN(C=O)C (dimethylformamide). Run at temperature 140 celsius. The product is CN(C(C)N=C1SC(=C(N1)C1=CC=CC=C1)C1=NC(=NC=C1)NC1=CC=CC=C1)C (N-{4-[2-(1-Dimethylamino-ethylimino)-4-phenyl-thiazol-5-yl]-pyrimidin-2-yl}-N-phenyl-amine). Reaction SMILES: [NH2:1][C:2]1[S:3][C:4]([C:13]2[CH:18]=[CH:17][N:16]=[C:15]([NH:19][C:20]3[CH:25]=[CH:24][CH:23]=[CH:22][CH:21]=3)[N:14]=2)=[C:5]([C:7]2[CH:12]=[CH:11][CH:10]=[CH:9][CH:8]=2)[N:6]=1.CO[C:28](OC)([N:30]([CH3:32])[CH3:31])[CH3:29]>CN(C)C=O>[CH3:31][N:30]([CH3:32])[CH:28]([N:1]=[C:2]1[NH:6][C:5]([C:7]2[CH:12]=[CH:11][CH:10]=[CH:9][CH:8]=2)=[C:4]([C:13]2[CH:18]=[CH:17][N:16]=[C:15]([NH:19][C:20]3[CH:25]=[CH:24][CH:23]=[CH:22][CH:21]=3)[N:14]=2)[S:3]1)[CH3:29]. Reported procedure: A suspension of [4-(2-amino-4-phenyl-thiazol-5-yl)-pyrimidin-2-yl]-phenyl-amine (0.28 g, 0.81 mmol) in dimethylacetamide dimethylacetal (0.22 g, 1.62 mmol) and dimethylformamide (10 ml) is heated at 140° C. for 4 hours. After distilling off all volatile compounds the residue is purified by chromatography on silicagel (eluent: ethyl acetate/hexane) to give in form of a yellow powder, m.p. 196–197° C. Reactants: C1(C=2C(C(N1CCCCCC(C(=O)OCC)(C(=O)OCC)CCC)=O)=CC=CC2)=O (diethyl 2-(5-phthalimidopentyl)-2-propylmalonate), Cl (hydrochloric acid). Run at temperature 190 celsius. The product is Cl.NCCCCCC(C(=O)O)CCC (7-amino-2-propylheptanoic acid hydrochloride). RXN SMILES: C1(=O)[N:5]([CH2:6][CH2:7][CH2:8][CH2:9][CH2:10][C:11]([CH2:22][CH2:23][CH3:24])(C(OCC)=O)[C:12]([O:14]CC)=[O:13])C(=O)C2=CC=CC=C12.[ClH:31]>>[ClH:31].[NH2:5][CH2:6][CH2:7][CH2:8][CH2:9][CH2:10][CH:11]([CH2:22][CH2:23][CH3:24])[C:12]([OH:14])=[O:13] |f:2.3|. Reported procedure: A mixture of diethyl 2-(5-phthalimidopentyl)-2-propylmalonate (6 g) and 26% hydrochloric acid (36 ml) was heated in a sealed tube at 190° C. for 4 hours. After cooling, insoluble substance was remeved by filtration. The filtrate was concentrated to dryness under reduced pressure and the residue was chromatographed on silica gel column. A fraction eluted with the upper phase of a mixture of butanol:acetic acid:water (4:1:5 volume by volume) was concentrated by dryness to give colorless sticky oil... The reactants are CC1=CC=CC=2N1N=C(N2)/C=C/C2=NN1C(C=3C=CC=NC3C=C1)=N2 ((E)-2-(2-(5-methyl-[1,2,4]triazolo[1,5-a]pyridin-2-yl)vinyl)-[1,2,4]triazolo[5,1-f][1,6]naphthyridine). The reagents and catalysts are [Pd] (Pd/C). Run in CO (MeOH), [OH-].[Na+] (NaOH). Run at time 1 hour. Product: CC1=CC=CC=2N1N=C(N2)CCC2=NN1C(C=3C=CC=NC3CC1)=N2 (2-(2-(5-Methyl-[1,2,4]triazolo[1,5-a]pyridin-2-yl)ethyl)-5,6-dihydro-[1,2,4]triazolo[5,1-f][1,6]naphthyridine). As a reaction SMILES: [CH3:1][C:2]1[N:7]2[N:8]=[C:9](/[CH:11]=[CH:12]/[C:13]3[N:25]=[C:16]4[C:17]5[CH:18]=[CH:19][CH:20]=[N:21][C:22]=5[CH:23]=[CH:24][N:15]4[N:14]=3)[N:10]=[C:6]2[CH:5]=[CH:4][CH:3]=1>CO.[OH-].[Na+].[Pd]>[CH3:1][C:2]1[N:7]2[N:8]=[C:9]([CH2:11][CH2:12][C:13]3[N:25]=[C:16]4[C:17]5[CH:18]=[CH:19][CH:20]=[N:21][C:22]=5[CH2:23][CH2:24][N:15]4[N:14]=3)[N:10]=[C:6]2[CH:5]=[CH:4][CH:3]=1 |f:2.3|. Procedure details: To a solution of (E)-2-(2-(5-methyl-[1,2,4]triazolo[1,5-a]pyridin-2-yl)vinyl)-[1,2,4]triazolo[5,1-f][1,6]naphthyridine (17 mg, 0.52 mmol) in MeOH (3 mL) and aqueous NaOH (1 N, 1 mL) was added 10% Pd/C (17 mg) under a nitrogen atmosphere. The reaction vessel was degassed for three times, followed by treatment with H2 for 1 h at room temperature. The mixture was then submitted for prep-HPLC purification to give a free base of the title compound as a white solid. The solid was triturated with a sol... The reactants are CCC(=O)O, CC(=O)N1CCC(c2ccccc2)CC1, CCC(=O)c1ccc(C2CCN(C(C)=O)CC2)cc1, [Cl-], Cl[Al](Cl)Cl. Product: CCCc1ccc(C2CCN(C(C)=O)CC2)cc1. Reaction SMILES: [C:17]([OH:18])(=[O:19])[CH2:20][CH3:21].[C:1]([N:2]1[CH2:3][CH2:4][CH:5]([c:6]2[cH:7][cH:8][cH:9][cH:10][cH:11]2)[CH2:12][CH2:13]1)(=[O:14])[CH3:15].[C:26]([CH3:27])(=[O:28])[N:29]1[CH2:30][CH2:31][CH:32]([c:35]2[cH:36][cH:37][c:38]([C:41]([CH2:42][CH3:43])=[O:44])[cH:39][cH:40]2)[CH2:33][CH2:34]1.[Cl-:16].[Cl:22][Al:23]([Cl:24])[Cl:25]>>[C:26]([CH3:27])(=[O:28])[N:29]1[CH2:30][CH2:31][CH:32]([c:35]2[cH:36][cH:37][c:38]([CH2:41][CH2:42][CH3:43])[cH:39][cH:40]2)[CH2:33][CH2:34]1.